This data is from the Open Reaction Database (ORD), a public repository of structured organic reaction records. The task is: describe an organic reaction: reactants, conditions, products, and yield Starting materials: [Na+].[Cl-] (NaCl), O (H2O), BrCCCCCCCCCCCCCCC (1-bromopentadecane), ClC1=C(C(=CC(=C1)N1N=CC(NC1=O)=O)Cl)C(C)(C)C=1SC(=C(N1)C1=CC=CC=C1)CC(=O)O (2-[1-[2,6-dichloro-4-(4,5-dihydro-3,5-dioxo-1,2,4-triazin-2(3H)yl)phenyl]-1-methylethyl]-4-phenyl-5-thiazoleacetic acid), C(=O)(O)[O-].[Na+] (NaHCO3). Solvent: CN(C)C=O (DMF), CN(C)C=O (DMF). Run at temperature 45 celsius, time 8 hour. Yields the product ClC1=C(C(=CC(=C1)[N+](=O)[O-])Cl)C(C#N)(C)C (2,6-dichloro-α,α-dimethyl-4-nitrobenzeneacetonitrile). As a reaction SMILES: BrCCCCCCCCCCCCCCC.[Cl:17][C:18]1[CH:23]=[C:22]([N:24]2C(=O)NC(=O)C=N2)[CH:21]=[C:20](Cl)[C:19]=1[C:33]([C:36]1SC(CC(O)=O)=C(C2C=CC=CC=2)[N:40]=1)([CH3:35])[CH3:34].C([O-])(O)=[O:52].[Na+].[Na+].[Cl-:57].[OH2:58]>CN(C=O)C>[Cl:57][C:20]1[CH:21]=[C:22]([N+:24]([O-:52])=[O:58])[CH:23]=[C:18]([Cl:17])[C:19]=1[C:33]([CH3:35])([CH3:34])[C:36]#[N:40] |f:2.3,4.5|. Procedure details: A solution of 1-bromopentadecane (0.0051 mole) in DMF (18 ml) was added dropwise at room temperature to a mixture of intermediate (10) (0.00483 mole) and NaHCO3 (0.0051 mole) in DMF (10 ml). The mixture was stirred at 70° C. for 5 hours and at 45° C. overnight, then brought to room temperature. H2O and NaCl were added. The mixture was extracted with EtOAc. The organic layer was separated, washed with a saturated NaCl solution, dried (MgSO4), filtered and the solvent was evaporated. The residue (... The reactants are solution, Cl (hydrochloric acid), FC=1C(=CC=C2C(=NNC12)C=1SC=CC1C(=O)N)C1=CC(=C(C=C1)NC(=O)OC(C)(C)C)F ((7-fluoro-6-{3-fluoro-4-tert-butyloxycarbonylaminophenyl}-1H -indazol-3-yl)thiophene-3-carboxamide). The solvent is O1CCOCC1 (dioxane), CO (methanol). Reaction conditions: temperature 40 celsius. Yields the product FC=1C(=CC=C2C(=NNC12)C=1SC=CC1C(=O)N)C1=CC(=C(C=C1)N)F ((7-fluoro-6-{3-fluoro-4-aminophenyl}-1H-indazol-3-yl)thiophene-3-carboxamide). Yield: 127.0%. Reaction SMILES: [F:1][C:2]1[C:3]([C:19]2[CH:24]=[CH:23][C:22]([NH:25]C(OC(C)(C)C)=O)=[C:21]([F:33])[CH:20]=2)=[CH:4][CH:5]=[C:6]2[C:10]=1[NH:9][N:8]=[C:7]2[C:11]1[S:12][CH:13]=[CH:14][C:15]=1[C:16]([NH2:18])=[O:17].Cl>CO.O1CCOCC1>[F:1][C:2]1[C:3]([C:19]2[CH:24]=[CH:23][C:22]([NH2:25])=[C:21]([F:33])[CH:20]=2)=[CH:4][CH:5]=[C:6]2[C:10]=1[NH:9][N:8]=[C:7]2[C:11]1[S:12][CH:13]=[CH:14][C:15]=1[C:16]([NH2:18])=[O:17]. Reported procedure: A solution of 0.99 g of (7-fluoro-6-{3-fluoro-4-tert-butyloxycarbonylaminophenyl}-1H -indazol-3-yl)thiophene-3-carboxamide in 30 mL of methanol is admixed at ambient temperature with 2.63 mL of a 4N solution of hydrochloric acid in dioxane. The reaction mixture is heated at 40° C. for 4 h and then concentrated to dryness under reduced pressure. The solid obtained is triturated in isopropyl ether and isolated by filtration. Drying under vacuum gives 0.99 g of (7-fluoro-6-{3-fluoro-4-aminophenyl}-... The reactants are FC(CCC=1N=C(N2C1N=CC=C2)C(=O)N)(C(F)(F)F)F (8-(3,3,4,4,4-pentafluorobutyl)imidazo[1,5-A]pyrimidine-6-carboxamide), P(=O)(Cl)(Cl)Cl (phosphoryl chloride). The product is FC(CCC=1N=C(N2C1N=CC=C2)C#N)(C(F)(F)F)F (8-(3,3,4,4,4-pentafluorobutyl)imidazo[1,5-A]pyrimidine-6-carbonitrile). RXN SMILES: [F:1][C:2]([F:21])([C:17]([F:20])([F:19])[F:18])[CH2:3][CH2:4][C:5]1[N:6]=[C:7]([C:14]([NH2:16])=O)[N:8]2[CH:13]=[CH:12][CH:11]=[N:10][C:9]=12.P(Cl)(Cl)(Cl)=O>>[F:21][C:2]([F:1])([C:17]([F:19])([F:18])[F:20])[CH2:3][CH2:4][C:5]1[N:6]=[C:7]([C:14]#[N:16])[N:8]2[CH:13]=[CH:12][CH:11]=[N:10][C:9]=12. Procedure details: A solution of the intermediate from Step E in phosphoryl chloride (9.43 mL, 101 mmol) was heated at 105° C. for 30 min. The majority of the phosphoryl chloride was removed in vacuo. The crude product was partitioned between saturated aq. NaHCO3 and EtOAc. The aqueous layer was separated and further extracted with EtOAc (2×). The combined extracts were dried (Na2SO4) and concentrated in vacuo to give the desired product, as a yellow solid. 1H NMR (600 MHz, CHCl3-d) δ 8.47 (dd, J=7.1, 1.6 Hz, 1H);... The reactants are COCCCOc1ccnc(CSc2nc3ccccc3[nH]2)c1C, CC(=O)[O-], CN(C)C=O, CCOC(C)=O, [Cl-], O=C1CCC(=O)N1Cl, [NH4+], [Na+], [Na+], [Na+], [Na+], [OH-], O, O=S([O-])([O-])=S. Yields the product COCCCOc1ccnc(CS(=O)c2nc3ccccc3[nH]2)c1C. Reaction SMILES: [CH3:1][O:2][CH2:3][CH2:4][CH2:5][O:6][c:7]1[c:8]([CH3:24])[c:9]([CH2:13][S:14][c:15]2[n:16][c:17]3[c:18]([nH:19]2)[cH:20][cH:21][cH:22][cH:23]3)[n:10][cH:11][cH:12]1.[CH3:43][C:44](=[O:45])[O-:46].[CH3:49][N:50]([CH3:51])[CH:52]=[O:53].[CH3:55][CH2:56][O:57][C:58](=[O:59])[CH3:60].[Cl-:48].[Cl:27][N:28]1[C:29](=[O:31])[CH2:32][CH2:33][C:34]1=[O:30].[NH4+:42].[Na+:26].[Na+:40].[Na+:41].[Na+:47].[OH-:25].[OH2:54].[S:35]([O-:36])([O-:37])(=[O:38])=[S:39]>>[CH3:1][O:2][CH2:3][CH2:4][CH2:5][O:6][c:7]1[c:8]([CH3:24])[c:9]([CH2:13][S:14]([c:15]2[nH:16][c:17]3[c:18]([n:19]2)[cH:20][cH:21][cH:22][cH:23]3)=[O:30])[n:10][cH:11][cH:12]1.